Dataset: the Open Reaction Database (ORD), a public repository of structured organic reaction records. Task: describe an organic reaction: reactants, conditions, products, and yield Starting materials: CO, COC(=O)C1(Nc2ccc(F)cc2)CCN(Cc2ccccc2)CC1, [H][H]. Yields the product COC(=O)C1(Nc2ccc(F)cc2)CCNCC1. Reaction SMILES: [CH3:28][OH:29].[F:1][c:2]1[cH:3][cH:4][c:5]([NH:8][C:9]2([C:22](=[O:23])[O:24][CH3:25])[CH2:10][CH2:11][N:12]([CH2:15][c:16]3[cH:17][cH:18][cH:19][cH:20][cH:21]3)[CH2:13][CH2:14]2)[cH:6][cH:7]1.[H:26][H:27]>>[F:1][c:2]1[cH:3][cH:4][c:5]([NH:8][C:9]2([C:22](=[O:23])[O:24][CH3:25])[CH2:10][CH2:11][NH:12][CH2:13][CH2:14]2)[cH:6][cH:7]1. Reactants: C1CCOC1, CCOC(C)=O, C=Cc1cc(C#N)cc(Oc2c(Cl)ccc(CNC(=O)c3c(Cl)ncn3COCC[Si](C)(C)C)c2F)c1, [O-][I+3]([O-])([O-])[O-], [Na+], O. The product is C[Si](C)(C)CCOCn1cnc(Cl)c1C(=O)NCc1ccc(Cl)c(Oc2cc(C#N)cc(C=O)c2)c1F. As a reaction SMILES: [CH2:44]1[O:45][CH2:46][CH2:47][CH2:48]1.[CH3:50][CH2:51][O:52][C:53]([CH3:54])=[O:55].[Cl:1][c:2]1[n:3][cH:4][n:5]([CH2:30][O:31][CH2:32][CH2:33][Si:34]([CH3:35])([CH3:36])[CH3:37])[c:6]1[C:7](=[O:8])[NH:9][CH2:10][c:11]1[c:12]([F:29])[c:13]([O:18][c:19]2[cH:20][c:21]([C:27]#[N:28])[cH:22][c:23]([CH:25]=[CH2:26])[cH:24]2)[c:14]([Cl:17])[cH:15][cH:16]1.[I+3:38]([O-:39])([O-:40])([O-:41])[O-:42].[Na+:43].[OH2:49]>>[Cl:1][c:2]1[n:3][cH:4][n:5]([CH2:30][O:31][CH2:32][CH2:33][Si:34]([CH3:35])([CH3:36])[CH3:37])[c:6]1[C:7](=[O:8])[NH:9][CH2:10][c:11]1[c:12]([F:29])[c:13]([O:18][c:19]2[cH:20][c:21]([C:27]#[N:28])[cH:22][c:23]([CH:25]=[O:39])[cH:24]2)[c:14]([Cl:17])[cH:15][cH:16]1. Reactants: C(C=C)Br (allyl bromide), [Cl-].[Mg+2].[K+].FC(S(=O)(=O)CS(=O)(=O)C(F)(F)F)(F)F.[Cl-].[Cl-] (bis[(trifluoromethyl)sulfonyl] methane potassium magnesium chloride). The solvent is C1CCOC1 (THF). Run at temperature 70 celsius. Product: FC(S(=O)(=O)C(CC=C)S(=O)(=O)C(F)(F)F)(F)F (4,4-bis[(trifluoromethyl)sulfonyl]-1-butene). As a reaction SMILES: [CH2:1](Br)[CH:2]=[CH2:3].[Cl-].[Mg+2].[K+].[F:8][C:9]([F:22])([F:21])[S:10]([CH2:13][S:14]([C:17]([F:20])([F:19])[F:18])(=[O:16])=[O:15])(=[O:12])=[O:11].[Cl-].[Cl-]>C1COCC1>[F:19][C:17]([F:20])([F:18])[S:14]([CH:13]([S:10]([C:9]([F:8])([F:21])[F:22])(=[O:11])=[O:12])[CH2:3][CH:2]=[CH2:1])(=[O:15])=[O:16] |f:1.2.3.4.5.6|. Procedure details: Next, 4,4-bis[(trifluoromethyl)sulfonyl]-1-butene was prepared by adding 3 ml of allyl bromide to 31.3 millimoles of the bis[(trifluoromethyl)sulfonyl] methane potassium magnesium chloride in 35 ml of THF. The mixture was stirred at 70° C. under reflux for 8 hours. After removal of solvent by distillation under reduced pressure, 50 ml of 3N hydrochloric acid was added to the residue and the aqueous solution was extracted with ethyl ether. The ethyl ether solution was dried with anhydrous MgSO4. ...